This data is from the Open Reaction Database (ORD), a public repository of structured organic reaction records. The task is: describe an organic reaction: reactants, conditions, products, and yield Reaction SMILES: [CH2:30]1[O:31][CH2:32][CH2:33][CH2:34]1.[CH3:35][OH:36].[CH3:3][O:4][C:5]([CH2:6][N:7]([C:8](=[O:9])[O:10][C:11]([CH3:12])([CH3:13])[CH3:14])[CH:15]([CH3:16])[c:17]1[cH:18][cH:19][c:20](-[c:23]2[cH:24][cH:25][cH:26][cH:27][cH:28]2)[cH:21][cH:22]1)=[O:29].[Li+:2].[OH-:1].[OH2:37]>>[O:4]=[C:5]([CH2:6][N:7]([C:8](=[O:9])[O:10][C:11]([CH3:12])([CH3:13])[CH3:14])[CH:15]([CH3:16])[c:17]1[cH:18][cH:19][c:20](-[c:23]2[cH:24][cH:25][cH:26][cH:27][cH:28]2)[cH:21][cH:22]1)[OH:29]. The product is CC(c1ccc(-c2ccccc2)cc1)N(CC(=O)O)C(=O)OC(C)(C)C. The reactants are C1CCOC1, CO, COC(=O)CN(C(=O)OC(C)(C)C)C(C)c1ccc(-c2ccccc2)cc1, [Li+], [OH-], O. The solvent is O (water), C(C)O (ethanol). Product: CNC1CC(C2=C(CC1)C=CC=C2)O (7-methylamino-5-hydroxy-6,7,8,9-tetrahydro [5H] benzocycloheptene). RXN SMILES: [BH4-].[Na+].[CH3:3][NH:4][CH:5]1[CH2:11][CH2:10][C:9]2[CH:12]=[CH:13][CH:14]=[CH:15][C:8]=2[C:7](=[O:16])[CH2:6]1>O.C(O)C>[CH3:3][NH:4][CH:5]1[CH2:11][CH2:10][C:9]2[CH:12]=[CH:13][CH:14]=[CH:15][C:8]=2[CH:7]([OH:16])[CH2:6]1 |f:0.1|. Procedure: A solution of 47.5g of sodium borohydride in 475 ml of water was slowly added to a solution of 47.5 g of the product of Step A in 2.4 liters of ethanol and the mixture was stirred for 2 1/2 hours and then was concentrated to 500 ml. The mixture was poured into 2 liters of aqueous sodium chloride solution and the mixture was extracted with ethyl acetate. The organic phase was washed with aqueous sodium chloride solution, dried and evaporated to dryness to obtain 50 g of raw 7-methylamino-5-hydrox... Reactants: [BH4-].[Na+] (sodium borohydride), CNC1CC(C2=C(CC1)C=CC=C2)=O (7-methylamino-5-oxo-6,7,8,9-tetrahydro [5H] benzocycloheptene). Isolated yield 104.2%. Reaction conditions: time 0.5 hour. The reactants are [Br-], O=Cc1cc(Br)ccc1OCc1ccccc1, c1ccc(C[P+](c2ccccc2)(c2ccccc2)c2ccccc2)cc1, C1CCOC1, Cl. The product is Brc1ccc(OCc2ccccc2)c(C=Cc2ccccc2)c1. RXN SMILES: [Br-:1].[Br:28][c:29]1[cH:30][cH:31][c:32]([O:37][CH2:38][c:39]2[cH:40][cH:41][cH:42][cH:43][cH:44]2)[c:33]([CH:34]=[O:35])[cH:36]1.[CH2:2]([c:3]1[cH:4][cH:5][cH:6][cH:7][cH:8]1)[P+:9]([c:10]1[cH:11][cH:12][cH:13][cH:14][cH:15]1)([c:16]1[cH:17][cH:18][cH:19][cH:20][cH:21]1)[c:22]1[cH:23][cH:24][cH:25][cH:26][cH:27]1.[CH2:46]1[O:47][CH2:48][CH2:49][CH2:50]1.[ClH:45]>>[CH:2]([c:3]1[cH:4][cH:5][cH:6][cH:7][cH:8]1)=[CH:34][c:33]1[c:32]([O:37][CH2:38][c:39]2[cH:40][cH:41][cH:42][cH:43][cH:44]2)[cH:31][cH:30][c:29]([Br:28])[cH:36]1. The reactants are IC1=NC(=CC(=C1OC)CCCCOC)I (2,6-diiodo-3-methoxy-4-(4-methoxy-butyl)-pyridine), C(CCC)[Li] (n-butyllithium), O (water), [Cl-].[NH4+] (ammonium chloride). Run at temperature -78 celsius, time 15 minute. The product is IC1=NC=C(C(=C1)CCCCOC)OC (2-Iodo-5-methoxy-4-(4-methoxy-butyl)-pyridine), SiO2. Reported procedure: 2 mmol of 2,6-diiodo-3-methoxy-4-(4-methoxy-butyl)-pyridine are added to a solution of 4 mmol n-butyllithium in 1.6 ml hexane and 10 ml tetrahydrofuran at −78° C. under an argon atmosphere. The reaction mixture is stirred at −78° C. for 15 minutes. 2 mmol of water are introduced and the reaction mixture is warmed to room temperature. 10% Aqueous ammonium chloride solution is added to the mixture followed by extraction with tert-butyl methyl ether (3×). The combined organic layers are dried over ... Reaction SMILES: I[C:2]1[C:7]([O:8][CH3:9])=[C:6]([CH2:10][CH2:11][CH2:12][CH2:13][O:14][CH3:15])[CH:5]=[C:4]([I:16])[N:3]=1.C([Li])CCC.O.[Cl-].[NH4+]>CCCCCC.O1CCCC1>[I:16][C:4]1[CH:5]=[C:6]([CH2:10][CH2:11][CH2:12][CH2:13][O:14][CH3:15])[C:7]([O:8][CH3:9])=[CH:2][N:3]=1 |f:3.4|. The solvent is CCCCCC (hexane), O1CCCC1 (tetrahydrofuran).